Dataset: the Open Reaction Database (ORD), a public repository of structured organic reaction records. Task: describe an organic reaction: reactants, conditions, products, and yield Reactants: N1CCOCC1 (Morpholine), BrCCOC1=NOC(=C1)C1=CC=CC=C1 (3-(2-bromoethoxy)-5-phenylisoxazole). Solvent: ice. Run at temperature 100 celsius, time 1 hour. Yields the product N1(CCOCC1)CCOC1=NOC(=C1)C1=CC=CC=C1 (3-(2-(4-Morpholinyl)ethoxy)-5-phenylisoxazole). Yield: 91.2%. As a reaction SMILES: [NH:1]1[CH2:6][CH2:5][O:4][CH2:3][CH2:2]1.Br[CH2:8][CH2:9][O:10][C:11]1[CH:15]=[C:14]([C:16]2[CH:21]=[CH:20][CH:19]=[CH:18][CH:17]=2)[O:13][N:12]=1>>[N:1]1([CH2:8][CH2:9][O:10][C:11]2[CH:15]=[C:14]([C:16]3[CH:21]=[CH:20][CH:19]=[CH:18][CH:17]=3)[O:13][N:12]=2)[CH2:6][CH2:5][O:4][CH2:3][CH2:2]1. Procedure: Morpholine (871 mg) was added to 3-(2-bromoethoxy)-5-phenylisoxazole (268 mg), and the mixture was stirred at 100° C. for one hour. After ice-cold water (20 ml) was added to the reaction mixture and the resulting mixture was extracted with ether (20 ml×2), the organic layer was dried over anhydrous magnesium sulfate. After filtration, the solvent was evaporated under reduced pressure. The residue was purified by silica gel column chromatography (eluent: ethyl acetate) to obtain the title compoun... Starting materials: [Br-], CC(=O)c1nc[nH]c1C, C1CCOC1, [Mg+]c1ccccc1. Product: Cc1nc[nH]c1C(C)(O)c1ccccc1. Reaction SMILES: [Br-:1].[C:9]([CH3:10])(=[O:11])[c:12]1[n:13][cH:14][nH:15][c:16]1[CH3:17].[O:18]1[CH2:19][CH2:20][CH2:21][CH2:22]1.[c:2]1([Mg+:8])[cH:3][cH:4][cH:5][cH:6][cH:7]1>>[c:2]1([C:9]([CH3:10])([OH:11])[c:12]2[nH:13][cH:14][n:15][c:16]2[CH3:17])[cH:3][cH:4][cH:5][cH:6][cH:7]1.